From a dataset of the Open Reaction Database (ORD), a public repository of structured organic reaction records. describe an organic reaction: reactants, conditions, products, and yield Starting materials: N#Cc1cc(C=O)ccc1F, Nc1ccccc1C(=O)O. As a reaction SMILES: [F:11][c:12]1[c:13]([C:14]#[N:15])[cH:16][c:17]([CH:20]=[O:21])[cH:18][cH:19]1.[NH2:1][c:2]1[cH:3][cH:4][cH:5][cH:6][c:7]1[C:8]([OH:9])=[O:10]>>[NH:1]([c:2]1[cH:3][cH:4][cH:5][cH:6][c:7]1[C:8]([OH:9])=[O:10])[CH2:20][c:17]1[cH:16][c:13]([C:14]#[N:15])[c:12]([F:11])[cH:19][cH:18]1. Yields the product N#Cc1cc(CNc2ccccc2C(=O)O)ccc1F. Starting materials: C1(\C=C/C(=O)O1)=O (maleic anhydride), C(C)(C)(C)C=1C=C(C(O)=CC1)O (p-tert-butylcatechol), S(CCC(=O)OCCCCCCCCCCCC)CCC(=O)OCCCCCCCCCCCC (dilauryl thiodipropionate), O=O (oxygen), O=O (oxygen). The product is C1C=CCC2C1C(=O)OC2=O (THPA). RXN SMILES: [C:1]1(=[O:7])[O:6][C:4](=[O:5])[CH:3]=[CH:2]1.[C:8]([C:12]1C=C(O)C(=C[CH:18]=1)O)(C)(C)[CH3:9].S(CCC(OCCCCCCCCCCCC)=O)CCC(OCCCCCCCCCCCC)=O.O=O>>[CH2:9]1[CH:2]2[C:1]([O:6][C:4](=[O:5])[CH:3]2[CH2:18][CH:12]=[CH:8]1)=[O:7]. Procedure details: 3Me--THPA was produced by a combination of replacement and liquid phase aeration method. Thus, the reaction procedure of Example 8 was repeated except that the respective amounts of maleic anhydride, radical polymerization inhibitor p-tert-butylcatechol and auxiliary polymerization inhibitor dilauryl thiodipropionate were melted at 60° C. and the internal atmosphere was replaced with nitrogen gas containing 1 volume % of oxygen. Then, the same oxygen-containing nitrogen gas was introduced into t... Reactants: CCC1(OC(C)=O)C(=O)OCc2c1cc1n(c2=O)Cc2c-1nc1cccc3nc(S(C)=O)n(CCC(C)C)c2c13, CCCCN, C1COCCO1. Yields the product CCCCNc1nc2cccc3nc4c(c(c32)n1CCC(C)C)Cn1c-4cc2c(c1=O)COC(=O)C2(CC)OC(C)=O. RXN SMILES: [C:1]([CH3:2])(=[O:3])[O:4][C:5]1([CH2:39][CH3:40])[C:6](=[O:38])[O:7][CH2:8][c:9]2[c:10](=[O:37])[n:11]3[c:34]([cH:35][c:36]21)-[c:14]1[c:13]([c:18]2[c:17]4[c:16]([n:15]1)[cH:25][cH:24][cH:23][c:22]4[n:21][c:20]([S:26]([CH3:27])=[O:28])[n:19]2[CH2:29][CH2:30][CH:31]([CH3:32])[CH3:33])[CH2:12]3.[CH2:41]([CH2:42][CH2:43][CH3:44])[NH2:45].[CH2:46]1[O:47][CH2:48][CH2:49][O:50][CH2:51]1>>[C:1]([CH3:2])(=[O:3])[O:4][C:5]1([CH2:39][CH3:40])[C:6](=[O:38])[O:7][CH2:8][c:9]2[c:10](=[O:37])[n:11]3[c:34]([cH:35][c:36]21)-[c:14]1[c:13]([c:18]2[c:17]4[c:16]([n:15]1)[cH:25][cH:24][cH:23][c:22]4[n:21][c:20]([NH:45][CH2:41][CH2:42][CH2:43][CH3:44])[n:19]2[CH2:29][CH2:30][CH:31]([CH3:32])[CH3:33])[CH2:12]3. The reactants are S1CSCC1 (1,3-dithiolane), C(C1=CC=CC=C1)(C1=CC=CC=C1)C(=O)N[C@@H](CC(C)C)C(=O)N[C@@H](CC1=CC=CC=C1)C(=O)OCC (Ph2CHCO-Leu-Phe-COOEt), NCCCN1CCOCC1 (N-aminopropylmorpholine). Product: CCOC(=O)C.CCOCC (AcOEt ether). Isolated yield 20.0%. RXN SMILES: S1CCSC1.C(C(N[C@H](C(N[C@H:30]([C:38]([O:40][CH2:41][CH3:42])=[O:39])CC1C=CC=CC=1)=O)CC(C)C)=O)(C1C=CC=CC=1)C1C=CC=CC=1.NCCCN1[CH2:52][CH2:51][O:50][CH2:49][CH2:48]1>>[CH3:42][CH2:41][O:40][C:38]([CH3:30])=[O:39].[CH3:48][CH2:49][O:50][CH2:51][CH3:52] |f:3.4|. Reported procedure: This compound was synthesized from 1,3-dithiolane derivative of Ph2CHCO-Leu-Phe-COOEt and N-aminopropylmorpholine, and purified by column chromatography using AcOEt followed by crystallization from AcOEt/ether (20% yield). Yellow solid, single spot on TLC, Rf =0.45 (AcOET/CH3OH 9:1), mp 158°-160° C. 1H NMR (CDCl3) ok, MS (FAB) m/e=627 (M+1). Anal: calcd. for C37H46N4O5, 626; C, 70.90; H, 7.40; N, 8.94. Found, C, 70.05; H, 7.43; N, 8.68. Starting materials: enol ether, [Tl] (thallium), C(C)(=O)[O-] (acetate), FC1=C(C=CC(=C1)C(C(=O)OC)C)C1=CC=CC=C1 (methyl 2-(2-fluoro-4-biphenylyl)propionate). Run in C(C)(=O)O.CCCCCC (acetic acid hexane). Yields the product ester, FC1=C(C=CC(=C1)C(C(=O)O)C)C1=CC=CC=C1 (2-(2-fluoro-4-biphenylyl)propionic acid). Reaction SMILES: [Tl].C([O-])(=O)C.[F:6][C:7]1[CH:12]=[C:11]([CH:13]([CH3:18])[C:14]([O:16]C)=[O:15])[CH:10]=[CH:9][C:8]=1[C:19]1[CH:24]=[CH:23][CH:22]=[CH:21][CH:20]=1>C(O)(=O)C.CCCCCC>[F:6][C:7]1[CH:12]=[C:11]([CH:13]([CH3:18])[C:14]([OH:16])=[O:15])[CH:10]=[CH:9][C:8]=1[C:19]1[CH:20]=[CH:21][CH:22]=[CH:23][CH:24]=1 |f:3.4,^1:0|. Reported procedure: Following the procedure of Example 2, the enol ether of the formula ##STR2## is reacted with thallium (lll) acetate in an aqueous acetic acid/hexane mixture at 25° to 50° C. until methyl 2-(2-fluoro-4-biphenylyl)propionate is formed. This ester is isolated from the reaction mixture and hydrolyzed to 2-(2-fluoro-4-biphenylyl)propionic acid (generic name, flurbiprofen) by the described procedure. The reactants are CCOCC (ether), C(CCCCCCC)(=O)OCCO (2-hydroxyethyl caprylate), N1=CC=CC=C1 (pyridine), C(C=C)(=O)Cl (acryloyl chloride). The solvent is C1=CC=CC=C1 (benzene). Run at time 2 hour. Yields the product C(C=C)(=O)OCCOC(CCCCCCC)=O (capryloyloxyethyl acrylate). As a reaction SMILES: [C:1]([O:10][CH2:11][CH2:12][OH:13])(=[O:9])[CH2:2][CH2:3][CH2:4][CH2:5][CH2:6][CH2:7][CH3:8].N1C=CC=CC=1.[C:20](Cl)(=[O:23])[CH:21]=[CH2:22].CCOCC>C1C=CC=CC=1>[C:20]([O:13][CH2:12][CH2:11][O:10][C:1](=[O:9])[CH2:2][CH2:3][CH2:4][CH2:5][CH2:6][CH2:7][CH3:8])(=[O:23])[CH:21]=[CH2:22]. Procedure: A solution of 2-hydroxyethyl caprylate (HEC) (1 mol; 188.3 g) in pyridine (1.25 mol; 98.9 g; 100.7 ml) was added under continuous stirring at 5°-10° C. into a solution of freshly distilled acryloyl chloride (1.12 mol; 101.4 g) in benzene (300 ml). The mixture was further stirred for 2 hours at the reaction temperature, extracted with 800 ml of 2% hydrochloric acid, the emulsion formed was broken by addition of ether and the aqueous layer was repeatedly extracted with ether until the reaction on ... Starting materials: CC(C)(C)OC(=O)N1CCC(COC(=O)C(C)(C)C)CC1, ClCCl, O=C(O)C(F)(F)F. Product: CC(C)(C)C(=O)OCC1CCNCC1. RXN SMILES: [C:1]([O:2][C:3](=[O:4])[N:8]1[CH2:9][CH2:10][CH:11]([CH2:14][O:15][C:16]([C:17]([CH3:18])([CH3:19])[CH3:20])=[O:21])[CH2:12][CH2:13]1)([CH3:5])([CH3:6])[CH3:7].[Cl:29][CH2:30][Cl:31].[F:22][C:23]([F:24])([F:25])[C:26]([OH:27])=[O:28]>>[NH:8]1[CH2:9][CH2:10][CH:11]([CH2:14][O:15][C:16]([C:17]([CH3:18])([CH3:19])[CH3:20])=[O:21])[CH2:12][CH2:13]1. Yields the product CCS(=O)(=O)N1C(=O)N(c2cccc(C(F)(F)F)c2)C(C)=C(C#N)C1c1ccc(C#N)cc1S(C)(=O)=O. Reaction SMILES: [C:1](#[N:2])[c:3]1[cH:4][c:5]([S:29](=[O:30])(=[O:31])[CH3:32])[c:6]([CH:9]2[NH:10][C:11](=[O:28])[N:12]([c:18]3[cH:19][c:20]([C:24]([F:25])([F:26])[F:27])[cH:21][cH:22][cH:23]3)[C:13]([CH3:17])=[C:14]2[C:15]#[N:16])[cH:7][cH:8]1.[CH2:35]([CH3:36])[S:37](=[O:38])(=[O:39])[Cl:40].[H-:33].[Na+:34]>>[C:1](#[N:2])[c:3]1[cH:4][c:5]([S:29](=[O:30])(=[O:31])[CH3:32])[c:6]([CH:9]2[N:10]([S:37]([CH2:35][CH3:36])(=[O:38])=[O:39])[C:11](=[O:28])[N:12]([c:18]3[cH:19][c:20]([C:24]([F:25])([F:26])[F:27])[cH:21][cH:22][cH:23]3)[C:13]([CH3:17])=[C:14]2[C:15]#[N:16])[cH:7][cH:8]1. Reactants: CC1=C(C#N)C(c2ccc(C#N)cc2S(C)(=O)=O)NC(=O)N1c1cccc(C(F)(F)F)c1, CCS(=O)(=O)Cl, [H-], [Na+]. Yields the product COc1ccc(-c2nn(C(C)C)c(=O)c(C#N)c2-c2ccc(OC)cc2)cc1. As a reaction SMILES: [CH3:1][O:2][c:3]1[cH:4][cH:5][c:6](-[c:9]2[c:10]([C:24]#[N:25])[c:11](=[O:23])[nH:12][n:13][c:14]2-[c:15]2[cH:16][cH:17][c:18]([O:21][CH3:22])[cH:19][cH:20]2)[cH:7][cH:8]1.[CH:26]([CH3:27])([CH3:28])[Cl:29]>>[CH3:1][O:2][c:3]1[cH:4][cH:5][c:6](-[c:9]2[c:10]([C:24]#[N:25])[c:11](=[O:23])[n:12]([CH:26]([CH3:27])[CH3:28])[n:13][c:14]2-[c:15]2[cH:16][cH:17][c:18]([O:21][CH3:22])[cH:19][cH:20]2)[cH:7][cH:8]1. The reactants are COc1ccc(-c2n[nH]c(=O)c(C#N)c2-c2ccc(OC)cc2)cc1, CC(C)Cl. Starting materials: CS(=O)(=O)Cl, ClCCl, Nc1ccc(-c2ccc(C(=O)N3CCCC3CN3CCCC3)cc2)cn1, c1ccncc1. Yields the product CS(=O)(=O)Nc1ccc(-c2ccc(C(=O)N3CCCC3CN3CCCC3)cc2)cn1. As a reaction SMILES: [CH3:27][S:28]([Cl:29])(=[O:30])=[O:31].[Cl:38][CH2:39][Cl:40].[NH2:1][c:2]1[cH:3][cH:4][c:5](-[c:8]2[cH:9][cH:10][c:11]([C:14](=[O:15])[N:16]3[CH:17]([CH2:21][N:22]4[CH2:23][CH2:24][CH2:25][CH2:26]4)[CH2:18][CH2:19][CH2:20]3)[cH:12][cH:13]2)[cH:6][n:7]1.[n:32]1[cH:33][cH:34][cH:35][cH:36][cH:37]1>>[NH:1]([c:2]1[cH:3][cH:4][c:5](-[c:8]2[cH:9][cH:10][c:11]([C:14](=[O:15])[N:16]3[CH:17]([CH2:21][N:22]4[CH2:23][CH2:24][CH2:25][CH2:26]4)[CH2:18][CH2:19][CH2:20]3)[cH:12][cH:13]2)[cH:6][n:7]1)[S:28]([CH3:27])(=[O:30])=[O:31].